This data is from the Open Reaction Database (ORD), a public repository of structured organic reaction records. The task is: describe an organic reaction: reactants, conditions, products, and yield Reactants: CC(=O)O, Cc1c(Sc2ccc([N+](=O)[O-])cc2)cc(C(C)(C)C)c(O)c1C(=O)O, O, OO. Product: Cc1c(S(=O)c2ccc([N+](=O)[O-])cc2)cc(C(C)(C)C)c(O)c1C(=O)O. RXN SMILES: [CH3:29][C:30](=[O:31])[OH:32].[N+:1](=[O:2])([O-:3])[c:4]1[cH:5][cH:6][c:7]([S:10][c:11]2[cH:12][c:13]([C:22]([CH3:23])([CH3:24])[CH3:25])[c:14]([OH:21])[c:15]([C:16](=[O:17])[OH:18])[c:19]2[CH3:20])[cH:8][cH:9]1.[OH2:28].[OH:26][OH:27]>>[N+:1](=[O:2])([O-:3])[c:4]1[cH:5][cH:6][c:7]([S:10]([c:11]2[cH:12][c:13]([C:22]([CH3:23])([CH3:24])[CH3:25])[c:14]([OH:21])[c:15]([C:16](=[O:17])[OH:18])[c:19]2[CH3:20])=[O:26])[cH:8][cH:9]1. Starting materials: NC(=O)c1ccc(Oc2ccc(CCN(CCCc3ccccc3)Cc3ccccc3)cc2)nc1, CO, CC(Cl)OC(=O)Cl, ClCCCl, N. Product: NC(=O)c1ccc(Oc2ccc(CCNCCCc3ccccc3)cc2)nc1. As a reaction SMILES: [CH2:8]([c:9]1[cH:10][cH:11][cH:12][cH:13][cH:14]1)[N:15]([CH2:16][CH2:17][c:18]1[cH:19][cH:20][c:21]([O:22][c:23]2[n:24][cH:25][c:26]([C:27](=[O:28])[NH2:29])[cH:30][cH:31]2)[cH:32][cH:33]1)[CH2:34][CH2:35][CH2:36][c:37]1[cH:38][cH:39][cH:40][cH:41][cH:42]1.[CH3:48][OH:49].[Cl:1][CH:2]([O:3][C:4]([Cl:5])=[O:6])[CH3:7].[Cl:43][CH2:44][CH2:45][Cl:46].[NH3:47]>>[NH:15]([CH2:16][CH2:17][c:18]1[cH:19][cH:20][c:21]([O:22][c:23]2[n:24][cH:25][c:26]([C:27](=[O:28])[NH2:29])[cH:30][cH:31]2)[cH:32][cH:33]1)[CH2:34][CH2:35][CH2:36][c:37]1[cH:38][cH:39][cH:40][cH:41][cH:42]1. Reactants: [Al+3], O=C(Cl)c1ccccc1, [Cl-], [Cl-], [Cl-], CC(C)(Cc1cc2cc(OCc3ccc4ccccc4n3)ccc2n1Cc1ccc(Cl)cc1)C(=O)O, ClCCCl. Yields the product CC(C)(Cc1c(C(=O)c2ccccc2)c2cc(OCc3ccc4ccccc4n3)ccc2n1Cc1ccc(Cl)cc1)C(=O)O. Reaction SMILES: [Al+3:47].[C:37]([c:38]1[cH:39][cH:40][cH:41][cH:42][cH:43]1)(=[O:44])[Cl:45].[Cl-:46].[Cl-:48].[Cl-:49].[Cl:1][c:2]1[cH:3][cH:4][c:5]([CH2:6][n:7]2[c:8]([CH2:28][C:29]([C:30](=[O:31])[OH:32])([CH3:33])[CH3:34])[cH:9][c:10]3[cH:11][c:12]([O:16][CH2:17][c:18]4[n:19][c:20]5[cH:21][cH:22][cH:23][cH:24][c:25]5[cH:26][cH:27]4)[cH:13][cH:14][c:15]23)[cH:35][cH:36]1.[Cl:50][CH2:51][CH2:52][Cl:53]>>[Cl:1][c:2]1[cH:3][cH:4][c:5]([CH2:6][n:7]2[c:8]([CH2:28][C:29]([C:30](=[O:31])[OH:32])([CH3:33])[CH3:34])[c:9]([C:37]([c:38]3[cH:39][cH:40][cH:41][cH:42][cH:43]3)=[O:44])[c:10]3[cH:11][c:12]([O:16][CH2:17][c:18]4[n:19][c:20]5[cH:21][cH:22][cH:23][cH:24][c:25]5[cH:26][cH:27]4)[cH:13][cH:14][c:15]23)[cH:35][cH:36]1. Reactants: Cl, COC(=O)c1ccc2nc3c4ccccc4c(=O)n(-c4ccc([N+](=O)[O-])cc4)c3n2c1. Yields the product Cl, O=C(O)c1ccc2nc3c4ccccc4c(=O)n(-c4ccc([N+](=O)[O-])cc4)c3n2c1. As a reaction SMILES: [ClH:32].[N+:1](=[O:2])([O-:3])[c:4]1[cH:5][cH:6][c:7](-[n:10]2[c:11](=[O:31])[c:12]3[cH:13][cH:14][cH:15][cH:16][c:17]3[c:18]3[c:19]2[n:20]2[c:21]([n:22]3)[cH:23][cH:24][c:25]([C:27](=[O:28])[O:29][CH3:30])[cH:26]2)[cH:8][cH:9]1>>[ClH:32].[N+:1](=[O:2])([O-:3])[c:4]1[cH:5][cH:6][c:7](-[n:10]2[c:11](=[O:31])[c:12]3[cH:13][cH:14][cH:15][cH:16][c:17]3[c:18]3[c:19]2[n:20]2[c:21]([n:22]3)[cH:23][cH:24][c:25]([C:27](=[O:28])[OH:29])[cH:26]2)[cH:8][cH:9]1. The reactants are N1(CCOCC1)C=1C=NC2=CC=C(C=C2N1)C1=CC=C(C=C1)N (4-(3-morpholin-4-yl-quinoxalin-6-yl)-phenylamine), C1(CC1)N=C=O (cyclopropyl isocyanate). The solvent is ClCCl (dichloromethane). Run at time 3 day. Product: C1(CC1)NC(=O)NC1=CC=C(C=C1)C=1C=C2N=C(C=NC2=CC1)N1CCOCC1 (1-cyclopropyl-3-[4-(3-morpholin-4-yl-quinoxalin-6-yl)-phenyl]-urea). Yield: 75.5%. Reaction SMILES: [N:1]1([C:7]2[CH:8]=[N:9][C:10]3[C:15]([N:16]=2)=[CH:14][C:13]([C:17]2[CH:22]=[CH:21][C:20]([NH2:23])=[CH:19][CH:18]=2)=[CH:12][CH:11]=3)[CH2:6][CH2:5][O:4][CH2:3][CH2:2]1.[CH:24]1([N:27]=[C:28]=[O:29])[CH2:26][CH2:25]1>ClCCl>[CH:24]1([NH:27][C:28]([NH:23][C:20]2[CH:21]=[CH:22][C:17]([C:13]3[CH:14]=[C:15]4[C:10](=[CH:11][CH:12]=3)[N:9]=[CH:8][C:7]([N:1]3[CH2:2][CH2:3][O:4][CH2:5][CH2:6]3)=[N:16]4)=[CH:18][CH:19]=2)=[O:29])[CH2:26][CH2:25]1. Procedure details: A mixture of 4-(3-morpholin-4-yl-quinoxalin-6-yl)-phenylamine [Intermediate Example 4.1] (100 mg) in dichloromethane (3.3 mL) was cooled (ice bath) and treated with cyclopropyl isocyanate (30 mg, 0.36 mmol) and stirred at room temperature for 3 days. The resulting precipitate was filtered, washed with dichloromethane and dried to give the title compound (96 mg). UPLC-MS: RT=1.01 min; m/z (ES+) 390.24 [MH+]; required MW=389.46. Procedure details: Into a 3-liter, 4-way flask equipped with a reflux cooling tube, 373.8 g of acetic anhydride and 248.0 g (1.46 mol) of 4-phenylphenol were introduced and the mixture was heated to cause reaction for 3 hours under agitation while keeping the temperature in the flask at 130° C. After the reaction, the reflux pipe was replaced with a distillation pipe and acetic anhydride and acetic acid were removed by distillation under decompression, after which n-heptane was added and the mixture was cooled. Th... Run in C(C)(=O)O (acetic acid). Starting materials: C(C)(=O)OC(C)=O (acetic anhydride), C1(=CC=CC=C1)C1=CC=C(C=C1)O (4-phenylphenol), C(C)(=O)OC(C)=O (acetic anhydride). Isolated yield 95.8%. Yields the product C(C)(=O)OC1=CC=C(C=C1)C1=CC=CC=C1 (4-acetoxybiphenyl). Reaction SMILES: [C:1]([O:4][C:5](=[O:7])[CH3:6])(=O)[CH3:2].[C:8]1([C:14]2[CH:19]=CC(O)=[CH:16][CH:15]=2)[CH:13]=[CH:12][CH:11]=[CH:10][CH:9]=1>C(O)(=O)C>[C:5]([O:4][C:1]1[CH:16]=[CH:15][C:14]([C:8]2[CH:13]=[CH:12][CH:11]=[CH:10][CH:9]=2)=[CH:19][CH:2]=1)(=[O:7])[CH3:6]. Starting materials: NC=1C(=NC(=NC1C)OCC(=O)N(C)C1CCN(CC1)CC1=CC=CC=C1)C (2-(5-amino-4,6-dimethylpyrimidine-2-yloxy)-N-(1-benzylpiperidine-4-yl)-N-methylacetamide), CS(=O)(=O)O (methanesulfonic acid). Run in CO (methanol). The product is CS(=O)(=O)O.NC=1C(=NC(=NC1C)OCC(=O)N(C)C1CCN(CC1)CC1=CC=CC=C1)C (2-(5-amino-4,6-dimethylpyrimidine-2-yloxy)-N-(1-benzylpiperidine-4-yl)-N-methylacetamide methanesulfonate). The yield is 91.9%. Reaction SMILES: [NH2:1][C:2]1[C:3]([CH3:28])=[N:4][C:5]([O:9][CH2:10][C:11]([N:13]([CH:15]2[CH2:20][CH2:19][N:18]([CH2:21][C:22]3[CH:27]=[CH:26][CH:25]=[CH:24][CH:23]=3)[CH2:17][CH2:16]2)[CH3:14])=[O:12])=[N:6][C:7]=1[CH3:8].[CH3:29][S:30]([OH:33])(=[O:32])=[O:31]>CO>[CH3:29][S:30]([OH:33])(=[O:32])=[O:31].[NH2:1][C:2]1[C:7]([CH3:8])=[N:6][C:5]([O:9][CH2:10][C:11]([N:13]([CH:15]2[CH2:20][CH2:19][N:18]([CH2:21][C:22]3[CH:23]=[CH:24][CH:25]=[CH:26][CH:27]=3)[CH2:17][CH2:16]2)[CH3:14])=[O:12])=[N:4][C:3]=1[CH3:28] |f:3.4|. Procedure: Compound 65 (202 mg) was suspended in methanol (1 mL) and methanesulfonic acid (50.6 mg) was added to the suspension at room temperature (20 to 30° C.). After the compound was dissolved, the mixture was concentrated under reduced pressure. Then, isopropanol (1.0 mL) was added to the resulting residue and the mixture was stirred under reflux. Once the residue was dissolved, the mixture was stirred overnight as it was allowed to cool. Subsequently, the mixture was stirred and cooled with ice for 1... Starting materials: C1OC=2C=C(C=CC2OC1)NC1=NC(=NC=C1F)NC1=CC(=CC=C1)O (N4-(3,4-ethylenedioxyphenyl)-5-fluoro-N2-(3-hydroxyphenyl)-2,4-pyrimidinediamine), CC=1OC(=CC1CN)C ((2,5-dimethyl-3-furyl)methylamine), ClC1=NC=C(C(=N1)Cl)F (2,4-dichloro-5-fluoropyrimidine). Procedure details: In a manner analogous to the preparation of N4-(3,4-ethylenedioxyphenyl)-5-fluoro-N2-(3-hydroxyphenyl)-2,4-pyrimidinediamine, the reaction of (2,5-dimethyl-3-furyl)methylamine (188 mg, 1.5 mmol) and 2,4-dichloro-5-fluoropyrimidine (50 mg, 0.3 mmol) gave 2-chloro-N4-[(2,5-dimethyl-3-furyl)methyl]-5-fluoro-4-pyrimidineamine. The reaction of 2-chloro-N4-[(2,5-dimethyl-3-furyl)methyl]-5-fluoro-4-pyrimidineamine and 3-aminophenol (200 mg, 1.83 mmol) gave N4-[(2,5-dimethyl-3-furyl)methyl]-5-fluoro-N2-... The product is ClC1=NC=C(C(=N1)NCC1=C(OC(=C1)C)C)F (2-chloro-N4-[(2,5-dimethyl-3-furyl)methyl]-5-fluoro-4-pyrimidineamine). Reaction SMILES: [CH2:1]1[CH2:10][O:9][C:8]2[CH:7]=C[C:5]([NH:11][C:12]3[C:17]([F:18])=[CH:16][N:15]=[C:14](NC4C=CC=C(O)C=4)[N:13]=3)=[CH:4][C:3]=2O1.CC1OC(C)=CC=1CN.[Cl:36]C1N=C(Cl)C(F)=CN=1>>[Cl:36][C:14]1[N:13]=[C:12]([NH:11][CH2:5][C:4]2[CH:3]=[C:8]([CH3:7])[O:9][C:10]=2[CH3:1])[C:17]([F:18])=[CH:16][N:15]=1. The reactants are monocarboxylic acids, C(CCCCCCCC)(=O)O (pelargonic acid), dicarboxylic acids, C(CCCCCCCC(=O)O)(=O)O (azelaic acid). Yields the product C(CCCCCCC\C=C/CCCCCCCC)(=O)O (oleic acid). As a reaction SMILES: [C:1]([OH:11])(=[O:10])[CH2:2][CH2:3][CH2:4][CH2:5][CH2:6][CH2:7][CH2:8][CH3:9].[C:12](O)(=O)[CH2:13][CH2:14][CH2:15][CH2:16][CH2:17][CH2:18][CH2:19][C:20](O)=O>>[C:1]([OH:11])(=[O:10])[CH2:2][CH2:3][CH2:4][CH2:5][CH2:6][CH2:7][CH2:8]/[CH:9]=[CH:12]\[CH2:13][CH2:14][CH2:15][CH2:16][CH2:17][CH2:18][CH2:19][CH3:20]. Procedure: Pure azelaic acid is obtained by working up a reaction mixture containing C1-18 monocarboxylic acids, mainly pelargonic acid, and C4-16 dicarboxylic acids, mainly azelaic acid, obtained from the ozonolysis of oleic acid or a starting mixture containing oleic acid. All but <2% by weight of the monocarboxylic acids and part of the dicarboxylic acids with a chain length of <C9 and >C9 are separated off to obtain a prepurified product containing more than 75% by weight of oleic acid and the prepurif...